This data is from the Open Reaction Database (ORD), a public repository of structured organic reaction records. The task is: describe an organic reaction: reactants, conditions, products, and yield The reactants are O1CCOCC1 (Dioxane), ClC1=NC=C(C2=CC(=CC=C12)S(=O)(=O)N(C=1SC=CN1)CC1=C(C=C(C=C1)OC)OC)O (1-chloro-N-(2,4-dimethoxybenzyl)-4-hydroxy-N-(thiazol-2-yl)isoquinoline-6-sulfonamide), FC1=CC(=C(C=C1)B(O)O)OC ((4-fluoro-2-methoxyphenyl)boronic acid), C([O-])([O-])=O.[K+].[K+] (potassium carbonate). Reagents/catalysts: C=1C=CC(=CC1)[P](C=2C=CC=CC2)(C=3C=CC=CC3)[Pd]([P](C=4C=CC=CC4)(C=5C=CC=CC5)C=6C=CC=CC6)([P](C=7C=CC=CC7)(C=8C=CC=CC8)C=9C=CC=CC9)[P](C=1C=CC=CC1)(C=1C=CC=CC1)C=1C=CC=CC1 (tetrakis(triphenylphosphine)palladium(0)). Solvent: O (Water). Yields the product COC1=C(CN(S(=O)(=O)C=2C=C3C(=CN=C(C3=CC2)C2=C(C=C(C=C2)F)OC)O)C=2SC=CN2)C=CC(=C1)OC (N-(2,4-dimethoxybenzyl)-1-(4-fluoro-2-methoxyphenyl)-4-hydroxy-N-(thiazol-2-yl)isoquinoline-6-sulfonamide). Reaction SMILES: Cl[C:2]1[C:11]2[C:6](=[CH:7][C:8]([S:12]([N:15]([CH2:21][C:22]3[CH:27]=[CH:26][C:25]([O:28][CH3:29])=[CH:24][C:23]=3[O:30][CH3:31])[C:16]3[S:17][CH:18]=[CH:19][N:20]=3)(=[O:14])=[O:13])=[CH:9][CH:10]=2)[C:5]([OH:32])=[CH:4][N:3]=1.[F:33][C:34]1[CH:39]=[CH:38][C:37](B(O)O)=[C:36]([O:43][CH3:44])[CH:35]=1.C(=O)([O-])[O-].[K+].[K+].O1CCOCC1>C1C=CC([P]([Pd]([P](C2C=CC=CC=2)(C2C=CC=CC=2)C2C=CC=CC=2)([P](C2C=CC=CC=2)(C2C=CC=CC=2)C2C=CC=CC=2)[P](C2C=CC=CC=2)(C2C=CC=CC=2)C2C=CC=CC=2)(C2C=CC=CC=2)C2C=CC=CC=2)=CC=1.O>[CH3:31][O:30][C:23]1[CH:24]=[C:25]([O:28][CH3:29])[CH:26]=[CH:27][C:22]=1[CH2:21][N:15]([C:16]1[S:17][CH:18]=[CH:19][N:20]=1)[S:12]([C:8]1[CH:7]=[C:6]2[C:11](=[CH:10][CH:9]=1)[C:2]([C:37]1[CH:38]=[CH:39][C:34]([F:33])=[CH:35][C:36]=1[O:43][CH3:44])=[N:3][CH:4]=[C:5]2[OH:32])(=[O:14])=[O:13] |f:2.3.4,^1:60,62,81,100|. Reported procedure: A microwave vial was charged with 1-chloro-N-(2,4-dimethoxybenzyl)-4-hydroxy-N-(thiazol-2-yl)isoquinoline-6-sulfonamide (INTERMEDIATE WWW) (0.263 g, 0.535 mmol), (4-fluoro-2-methoxyphenyl)boronic acid (0.136 g, 0.802 mmol), tetrakis(triphenylphosphine)palladium(0) (0.062 g, 0.053 mmol), and potassium carbonate (0.369 g, 2.67 mmol). Dioxane (2.67 ml) and Water (0.891 ml) were added, the vial was flushed with argon and sealed, and microwaved at 100° C. for 30 minutes. The reaction was diluted with...